Dataset: the Open Reaction Database (ORD), a public repository of structured organic reaction records. Task: describe an organic reaction: reactants, conditions, products, and yield Reactants: CO, Cc1ccccc1, O=C(O)c1cccc([N+](=O)[O-])c1. The product is COC(=O)c1cccc([N+](=O)[O-])c1. RXN SMILES: [CH3:13][OH:14].[CH3:15][c:16]1[cH:17][cH:18][cH:19][cH:20][cH:21]1.[N+:1](=[O:2])([O-:3])[c:4]1[cH:5][c:6]([C:7](=[O:8])[OH:9])[cH:10][cH:11][cH:12]1>>[N+:1](=[O:2])([O-:3])[c:4]1[cH:5][c:6]([C:7](=[O:8])[O:9][CH3:13])[cH:10][cH:11][cH:12]1. The reactants are ice, [H-].[Al+3].[Li+].[H-].[H-].[H-] (lithium aluminum hydride), C(C)(C)(C)OC(N[C@H](C)C(N(C)C)=O)=O (((R)-1-dimethylcarbamoyl-ethyl)-carbamic acid tert-butyl ester). Run in CCOCC (Et2O). Conditions: temperature 0 celsius. Yields the product C(C)(C)(C)OC(N[C@@H](CN(C)C)C)=O (((R)-2-Dimethylamino-1-methyl-ethyl)-carbamic acid tert-butyl ester). Yield: 90.9%. As a reaction SMILES: [H-].[Al+3].[Li+].[H-].[H-].[H-].[C:7]([O:11][C:12](=[O:21])[NH:13][C@@H:14]([C:16](=O)[N:17]([CH3:19])[CH3:18])[CH3:15])([CH3:10])([CH3:9])[CH3:8]>CCOCC>[C:7]([O:11][C:12](=[O:21])[NH:13][C@H:14]([CH3:15])[CH2:16][N:17]([CH3:18])[CH3:19])([CH3:10])([CH3:9])[CH3:8] |f:0.1.2.3.4.5|. Procedure: Reduction was carried out according to Chem. Eur. J. (2008), 14(17), 51116-5119. To an ice-cooled lithium aluminum hydride (in Et2O) (21.35 mL, 21.35 mmol) solution was added drop wise a solution of ((R)-1-dimethylcarbamoyl-ethyl)-carbamic acid tert-butyl ester (1.7105 g, 7.12 mmol) in Et2O (2-3 mL). The reaction mixture was stirred at 0° C. until disappearance of the starting material. The reaction mixture was carefully quenched by sequential addition of water (1.2 mL), 15% (w/w) NaOH (1.2 mL) ... Reactants: ClC1=C(OCC(=O)O)C=CC(=C1Cl)C(C(CC)=C)=O ([2,3-dichloro-4-(2-methylenebutyryl)phenoxy]acetic acid), NCCC(=O)O (β-alanine), ClC1=C(OC2(CCC2)C(=O)O)C=CC(=C1Cl)C(C(CC)=C)=O (1-[2,3-dichloro-4-(2-methylenebutyryl)phenoxy]cyclobutane-1-carboxylic acid), NCC(=O)O (glycine). Product: ClC1=C(OC2(CCC2)C(=O)NCCC(=O)O)C=CC(=C1Cl)C(C(CC)=C)=O (N-{1-[2,3-dichloro-4-(2-methylenebutyryl)phenoxy]cyclobutane-1-carbonyl}3-aminopropionic acid). Reaction SMILES: ClC1C(Cl)=C(C(=O)C(=C)CC)C=CC=1OCC(O)=O.[Cl:20][C:21]1[C:34]([Cl:35])=[C:33]([C:36](=[O:41])[C:37](=[CH2:40])[CH2:38][CH3:39])[CH:32]=[CH:31][C:22]=1[O:23][C:24]1([C:28](O)=[O:29])[CH2:27][CH2:26][CH2:25]1.NCC(O)=O.[NH2:47][CH2:48][CH2:49][C:50]([OH:52])=[O:51]>>[Cl:20][C:21]1[C:34]([Cl:35])=[C:33]([C:36](=[O:41])[C:37](=[CH2:40])[CH2:38][CH3:39])[CH:32]=[CH:31][C:22]=1[O:23][C:24]1([C:28]([NH:47][CH2:48][CH2:49][C:50]([OH:52])=[O:51])=[O:29])[CH2:27][CH2:26][CH2:25]1. Reported procedure: By carrying out the reaction essentially as described in Example 9, except that the [2,3-dichloro-4-(2-methylenebutyryl)phenoxy]acetic acid is replaced by an equimolar quantity of 1-[2,3-dichloro-4-(2-methylenebutyryl)phenoxy]cyclobutane-1-carboxylic acid and the glycine is replaced by an equimolar quantity of β-alanine, there is obtained N-{1-[2,3-dichloro-4-(2-methylenebutyryl)phenoxy]cyclobutane-1-carbonyl}3-aminopropionic acid. The reactants are ClC1=C(C=CC(=C1)F)S(=O)(=O)[C@@H]1C[C@H](N(C1)C(CC(C)=O)=S)C(=O)OC ((2S,4R)-methyl 4-(2-chloro-4-fluorophenylsulfonyl)-1-(3-oxobutanethioyl)pyrrolidine-2-carboxylate), Cl.O1CCC(CC1)NN ((tetrahydro-pyran-4-yl)-hydrazine hydrochloride). Yields the product COC(=O)[C@H]1N(C[C@@H](C1)S(=O)(=O)C1=C(C=C(C=C1)F)Cl)C1=CC(=NN1C1CCOCC1)C ((2S,4R)-4-(2-Chloro-4-fluorophenylsulfonyl)-1-(3-methyl-1-(tetrahydro-2H-pyran-4-yl)-1H-pyrazol-5-yl)pyrrolidine-2-carboxylic acid methyl ester). Reaction SMILES: [Cl:1][C:2]1[CH:7]=[C:6]([F:8])[CH:5]=[CH:4][C:3]=1[S:9]([C@H:12]1[CH2:16][N:15]([C:17](=S)[CH2:18][C:19](=O)[CH3:20])[C@H:14]([C:23]([O:25][CH3:26])=[O:24])[CH2:13]1)(=[O:11])=[O:10].Cl.[O:28]1[CH2:33][CH2:32][CH:31]([NH:34][NH2:35])[CH2:30][CH2:29]1>>[CH3:26][O:25][C:23]([C@@H:14]1[CH2:13][C@@H:12]([S:9]([C:3]2[CH:4]=[CH:5][C:6]([F:8])=[CH:7][C:2]=2[Cl:1])(=[O:10])=[O:11])[CH2:16][N:15]1[C:17]1[N:34]([CH:31]2[CH2:32][CH2:33][O:28][CH2:29][CH2:30]2)[N:35]=[C:19]([CH3:20])[CH:18]=1)=[O:24] |f:1.2|. Procedure details: In analogy to the procedure described in example 192 h, (2S,4R)-methyl 4-(2-chloro-4-fluorophenylsulfonyl)-1-(3-oxobutanethioyl)pyrrolidine-2-carboxylate was reacted with (tetrahydro-pyran-4-yl)-hydrazine hydrochloride (CAS Reg. No. 116312-69-7) to give the title compound as yellow solid. MS (ESI): m/z=486.2 [M+H]+. As a reaction SMILES: [BH4-:39].[CH3:1][O:2][C:3](=[O:4])[CH2:5][CH2:6][n:7]1[n:8][n:9][cH:10][c:11]1[CH:12]=[C:13]1[CH2:14][N:15]([C:20]([c:21]2[cH:22][cH:23][cH:24][cH:25][cH:26]2)([c:27]2[cH:28][cH:29][cH:30][cH:31][cH:32]2)[c:33]2[cH:34][cH:35][cH:36][cH:37][cH:38]2)[CH2:16][CH2:17][C:18]1=[O:19].[CH3:46][OH:47].[Cl-:41].[Cl:43][CH2:44][Cl:45].[NH4+:42].[Na+:40]>>[CH3:1][O:2][C:3](=[O:4])[CH2:5][CH2:6][n:7]1[n:8][n:9][cH:10][c:11]1[CH:12]=[C:13]1[CH2:14][N:15]([C:20]([c:21]2[cH:22][cH:23][cH:24][cH:25][cH:26]2)([c:27]2[cH:28][cH:29][cH:30][cH:31][cH:32]2)[c:33]2[cH:34][cH:35][cH:36][cH:37][cH:38]2)[CH2:16][CH2:17][CH:18]1[OH:19]. Yields the product COC(=O)CCn1nncc1C=C1CN(C(c2ccccc2)(c2ccccc2)c2ccccc2)CCC1O. Starting materials: [BH4-], COC(=O)CCn1nncc1C=C1CN(C(c2ccccc2)(c2ccccc2)c2ccccc2)CCC1=O, CO, [Cl-], ClCCl, [NH4+], [Na+].